From a dataset of the Open Reaction Database (ORD), a public repository of structured organic reaction records. describe an organic reaction: reactants, conditions, products, and yield The reactants are NC=1C(=NC(=C(C1)Br)Br)C (3-amino-5,6-dibromo-2-methylpyridine), NC=1C(=NC=C(C1)Br)C (3-amino-5-bromo-2-methylpyridine), BrN1C(CCC1=O)=O (N-bromosuccinimide), BrC=1C(=CC=2C(N1)=CN(N2)CC(C)=O)Br (1-(5,6-dibromo-2H-pyrazolo[4,3-b]pyridin-2-yl)propan-2-one), BrC1=C(C=C2C(=N1)C=NN2)Br (5,6-dibromo-1H-pyrazolo[4,3-b]pyridine), ClCC(C)=O (chloroacetone), C([O-])([O-])=O.[K+].[K+] (potassium carbonate). Solvent: C(C)#N (acetonitrile), C1(=CC=CC=C1)C (toluene). Product: NC(C#N)(CN1N=C2C(N=C(C(=C2)Br)Br)=C1)C (2-Amino-3-(5,6-dibromo-2H-pyrazolo[4,3-b]pyridin-2-yl)-2-methylpropionitrile), BrC=1C(=CC=2C(N1)=CN(N2)CC(C)=O)Br (1-(5,6-Dibromo-2H-pyrazolo[4,3-b]pyridin-2-yl)propan-2-one), BrC1=C(C=C2C(=N1)C=NN2)Br (5,6-Dibromo-1H-pyrazolo[4,3-b]pyridine), NC=1C(=NC(=C(C1)Br)Br)C (3-Amino-5,6-dibromo-2-methylpyridine). Yield: 89.0%. RXN SMILES: [Br:1][C:2]1[C:3]([Br:15])=[CH:4][C:5]2[C:6](=[CH:8][N:9]([CH2:11][C:12](=[O:14])[CH3:13])[N:10]=2)[N:7]=1.Cl[CH2:17]C(=O)C.C(=O)([O-])[O-].[K+].[K+].[Br:27][C:28]1[N:33]=[C:32]2[CH:34]=[N:35][NH:36][C:31]2=[CH:30][C:29]=1[Br:37].[NH2:38][C:39]1[C:40]([CH3:47])=[N:41][C:42]([Br:46])=[C:43]([Br:45])[CH:44]=1.NC1C(C)=NC=C(Br)C=1.BrN1C(=O)CCC1=O>C(#N)C.C1(C)C=CC=CC=1>[NH2:7][C:6]([CH3:17])([CH2:5][N:35]1[CH:34]=[C:32]2[N:33]=[C:28]([Br:27])[C:29]([Br:37])=[CH:30][C:31]2=[N:36]1)[C:8]#[N:9].[Br:1][C:2]1[C:3]([Br:15])=[CH:4][C:5]2[C:6](=[CH:8][N:9]([CH2:11][C:12](=[O:14])[CH3:13])[N:10]=2)[N:7]=1.[Br:1][C:2]1[N:7]=[C:6]2[CH:8]=[N:9][NH:10][C:5]2=[CH:4][C:3]=1[Br:15].[NH2:38][C:39]1[C:40]([CH3:47])=[N:41][C:42]([Br:46])=[C:43]([Br:45])[CH:44]=1 |f:2.3.4|. Procedure details: Using a procedure similar to that described in Example 1, except using 2-amino-3-(5,6-dibromo-2H-pyrazolo[4,3-b]pyridin-2-yl)-2-methylpropionitrile (60 mg), the title compound was isolated as a white solid (51 mg, 56%). MS (ES): M/Z [M+H]=546. 1H NMR: (400 MHz, DMSO-d6): 1.68 (s, 3H), 5.15 (d, J=13.6 Hz, 1H), 5.16 (d, J=13.6 Hz, 1H), 7.53 (d, J=8.4 Hz, 2H), 7.97 (d, J=8.8 Hz, 2H), 8.74 (s, 1H), 8.78 (s, 1H) and 8.96 (s, 1H). 19F NMR (376 MHz, DMSO-d6): −57.1 (s, 3F). 2-Amino-3-(5,6-dibromo-2H-py... Reactants: CC(=O)c1ccccn1, CCOC(C)=O, CCCCCC, CC(=O)O, CO, OO. The product is CC(=O)c1cccc[n+]1[O-]. As a reaction SMILES: [C:1]([CH3:2])(=[O:3])[c:4]1[n:5][cH:6][cH:7][cH:8][cH:9]1.[CH3:12][CH2:13][O:14][C:15](=[O:16])[CH3:17].[CH3:18][CH2:19][CH2:20][CH2:21][CH2:22][CH3:23].[CH3:24][C:25](=[O:26])[OH:27].[CH3:28][OH:29].[OH:10][OH:11]>>[C:1]([CH3:2])(=[O:3])[c:4]1[n+:5]([O-:14])[cH:6][cH:7][cH:8][cH:9]1.